Dataset: the Open Reaction Database (ORD), a public repository of structured organic reaction records. Task: describe an organic reaction: reactants, conditions, products, and yield Reactants: CS(=O)(=O)OCCC1=CC(=CC(=N1)N1C(=CC=C1C)C)C (6-(2-methanesulfonyloxyethyl)-4-methyl-2-(2,5-dimethylpyrrol-1-yl)pyridine), C1(C=2C(C(N1)=O)=CC=CC2)=O.[K] (potassium phthalimide). Reagents/catalysts: [I-].C(CCC)[N+](CCCC)(CCCC)CCCC (tetrabutylammonium iodide). Run in ClCCl (dichloromethane). Run at temperature 40 celsius, time 20 hour. Yields the product CC1=CC(=NC(=C1)CCN1C(C=2C(C1=O)=CC=CC2)=O)N2C(=CC=C2C)C (4-methyl-2-(2,5-dimethylpyrrol-1-yl)-6-(2-phthalimidoethyl)pyridine). The yield is 63.3%. RXN SMILES: CS(O[CH2:6][CH2:7][C:8]1[N:13]=[C:12]([N:14]2[C:18]([CH3:19])=[CH:17][CH:16]=[C:15]2[CH3:20])[CH:11]=[C:10]([CH3:21])[CH:9]=1)(=O)=O.[C:22]1(=[O:32])[NH:26][C:25](=[O:27])[C:24]2=[CH:28][CH:29]=[CH:30][CH:31]=[C:23]12.[K]>[I-].C([N+](CCCC)(CCCC)CCCC)CCC.ClCCl>[CH3:21][C:10]1[CH:9]=[C:8]([CH2:7][CH2:6][N:26]2[C:25](=[O:27])[C:24]3=[CH:28][CH:29]=[CH:30][CH:31]=[C:23]3[C:22]2=[O:32])[N:13]=[C:12]([N:14]2[C:18]([CH3:19])=[CH:17][CH:16]=[C:15]2[CH3:20])[CH:11]=1 |f:1.2,3.4,^1:32|. Procedure: To a stirred solution of 250 mg (0.906 mmol) of 6-(2-methanesulfonyloxyethyl)-4-methyl-2-(2,5-dimethylpyrrol-1-yl)pyridine (from Example 59, Step A) in 0.70 mL of dry N,N-dimethylformide was added 336 mg (1.81 mmol) of potassium phthalimide and 67 mg (0.18 mmol) of tetrabutylammonium iodide. The mixture was stirred at room temperature for 2 h and at 40° C. for 20 h. The reaction was diluted with 50 mL of dichloromethane, washed with 30 mL of saturated aqueous sodium bicarbonate and 30 mL of satu... Reactants: COC(=O)C(Cc1ccc(O)cc1)NC(=O)C(Cc1ccccc1)NC(=O)c1ccc(OC)cc1, CO, Cl, [Na+], [OH-]. Yields the product COc1ccc(C(=O)NC(Cc2ccccc2)C(=O)NC(Cc2ccc(O)cc2)C(=O)O)cc1. As a reaction SMILES: [CH3:1][O:2][c:3]1[cH:4][cH:5][c:6]([C:7](=[O:8])[NH:9][CH:10]([CH2:11][c:12]2[cH:13][cH:14][cH:15][cH:16][cH:17]2)[C:18](=[O:19])[NH:20][CH:21]([CH2:22][c:23]2[cH:24][cH:25][c:26]([OH:29])[cH:27][cH:28]2)[C:30](=[O:31])[O:32][CH3:33])[cH:34][cH:35]1.[CH3:39][OH:40].[ClH:38].[Na+:37].[OH-:36]>>[CH3:1][O:2][c:3]1[cH:4][cH:5][c:6]([C:7](=[O:8])[NH:9][CH:10]([CH2:11][c:12]2[cH:13][cH:14][cH:15][cH:16][cH:17]2)[C:18](=[O:19])[NH:20][CH:21]([CH2:22][c:23]2[cH:24][cH:25][c:26]([OH:29])[cH:27][cH:28]2)[C:30](=[O:31])[OH:32])[cH:34][cH:35]1. The reactants are Cl (hydrochloric acid), CC([O-])C.[Al+3].CC([O-])C.CC([O-])C (aluminum isopropoxide), [N+](=O)([O-])C1=C(C=O)C=CC=C1 (2-nitrobenzaldehyde), CC(=C)[C@H]1CCC(=CC1)CO ((S)-(−)-Perillyl alcohol). Run in C1=CC=CC=C1 (benzene), C(C)(=O)OCC (ethyl acetate). Reaction conditions: time 2 hour. Yields the product CC(=C)C1CCC(=CC1)C=O ((−)-perillaldehyde). The yield is 83.2%. As a reaction SMILES: [CH3:1][C:2]([C@@H:4]1[CH2:9][CH:8]=[C:7]([CH2:10][OH:11])[CH2:6][CH2:5]1)=[CH2:3].CC(C)[O-].[Al+3].CC(C)[O-].CC(C)[O-].[N+](C1C=CC=CC=1C=O)([O-])=O.Cl>C1C=CC=CC=1.C(OCC)(=O)C>[CH3:3][C:2]([CH:4]1[CH2:5][CH:6]=[C:7]([CH:10]=[O:11])[CH2:8][CH2:9]1)=[CH2:1] |f:1.2.3.4|. Procedure details: (S)-(−)-Perillyl alcohol (300 mg, 2.0 mmol) was dissolved in benzene (1 mL), added with aluminum isopropoxide (40 mg, 0.1 eq, 0.20 mmol) and 2-nitrobenzaldehyde (390 mg, 1.3 eq, 2.6 mmol) and stirred at room temperature for 2 hours. The reaction mixture was added with ethyl acetate and made acidic with addition of 2 N hydrochloric acid, and then the organic layer was separated. Subsequently, the organic layer was washed with saturated brine and dried over magnesium sulfate. The solvent was evapo... Starting materials: C1(CC1)NC(=O)C1=CN(C2=NC=CC=C2C1=O)C1=CC(=CC=C1)C=1C=NC(=CC1)S(=O)(=O)C (N-cyclopropyl-1-[3-(6-methylsulfonylpyridin-3-yl)phenyl]-1,4-dihydro[1,8]naphthyridin-4-one-3-carboxamide), NC(=O)N.OO (urea hydrogen peroxide), FC(C(=O)O)(F)F (Trifluoroacetic acid), NC(=O)N.OO (urea hydrogen peroxide), FC(C(=O)O)(F)F (trifluoroacetic acid). The solvent is C(Cl)Cl (methylene chloride). Conditions: temperature 0 celsius, time 18 hour. The product is C1(CC1)NC(=O)C1=CN(C2=NC=CC=C2C1=O)C1=CC(=CC=C1)C=1C=[N+](C(=CC1)S(=O)(=O)C)[O-] (N-Cyclopropyl-1-[3-(6-methylsulfonyl-1 oxidopyridin-3-yl)phenyl]-1,4-dihydro[1,8]naphthyridin-4-one-3-carboxamide). Reaction SMILES: [CH:1]1([NH:4][C:5]([C:7]2[C:16](=[O:17])[C:15]3[C:10](=[N:11][CH:12]=[CH:13][CH:14]=3)[N:9]([C:18]3[CH:23]=[CH:22][CH:21]=[C:20]([C:24]4[CH:25]=[N:26][C:27]([S:30]([CH3:33])(=[O:32])=[O:31])=[CH:28][CH:29]=4)[CH:19]=3)[CH:8]=2)=[O:6])[CH2:3][CH2:2]1.NC(N)=[O:36].OO.FC(F)(F)C(O)=O>C(Cl)Cl>[CH:1]1([NH:4][C:5]([C:7]2[C:16](=[O:17])[C:15]3[C:10](=[N:11][CH:12]=[CH:13][CH:14]=3)[N:9]([C:18]3[CH:23]=[CH:22][CH:21]=[C:20]([C:24]4[CH:25]=[N+:26]([O-:36])[C:27]([S:30]([CH3:33])(=[O:31])=[O:32])=[CH:28][CH:29]=4)[CH:19]=3)[CH:8]=2)=[O:6])[CH2:2][CH2:3]1 |f:1.2|. Procedure: To a suspension of N-cyclopropyl-1-[3-(6-methylsulfonylpyridin-3-yl)phenyl]-1,4-dihydro[1,8]naphthyridin-4-one-3-carboxamide from Example 51 in methylene chloride (30 ml/mmol) was added urea-hydrogen peroxide (8 eq) and the resulting mixture was cooled to 0° C. Trifluoroacetic acid (4.7 eq) was added and the mixture was warmed to room temperature as a solution was obtained. After 18 hours, more urea-hydrogen peroxide (2.6 eq) and trifluoroacetic acid (2 eq) were added and stirring was continued ... Solvent: C(Cl)(Cl)(Cl)Cl (CCl4). Reactants: CC1=NC2=CC=NC=C2C=C1 (2-methyl-1,6-naphthyridine), ClN1C(CCC1=O)=O (N-chlorosuccinimide), C(C1=CC=CC=C1)(=O)OOC(C1=CC=CC=C1)=O (benzoylperoxide). Product: ClCC1=NC2=CC=NC=C2C=C1 (2-Chloromethyl-1,6-naphthyridine). Procedure details: To a solution of 2-methyl-1,6-naphthyridine (E. M. Hawes, J. Heteroc. Chem. 11(2), 151 (1974)) (3.8 g) in CCl4 (230 mL) were added N-chlorosuccinimide (4.2 g) and benzoylperoxide (320 mg). The mixture was brought to reflux with two 150-watt spotlights and irradiated for 4 hr. The mixture was then cooled to room temperature, evaporated to dryness, and chromatographed on flash silica gel using ethyl acetate:toluene (1:1) as eluant to give the title compound, 80% pure and used as is for the next st... Reaction SMILES: [CH3:1][C:2]1[CH:11]=[CH:10][C:9]2[C:4](=[CH:5][CH:6]=[N:7][CH:8]=2)[N:3]=1.[Cl:12]N1C(=O)CCC1=O.C(OOC(=O)C1C=CC=CC=1)(=O)C1C=CC=CC=1>C(Cl)(Cl)(Cl)Cl>[Cl:12][CH2:1][C:2]1[CH:11]=[CH:10][C:9]2[C:4](=[CH:5][CH:6]=[N:7][CH:8]=2)[N:3]=1.